This data is from the Open Reaction Database (ORD), a public repository of structured organic reaction records. The task is: describe an organic reaction: reactants, conditions, products, and yield Reactants: C1=NC=C(C2=CC=CC=C12)B(O)O (isoquinolin-4-ylboronic acid), BrC=1C=C2C=NNC2=C(C1)Cl (5-bromo-7-chloro-1H-indazole), C([O-])([O-])=O.[Na+].[Na+] (sodium carbonate). Reagents/catalysts: C=1C=CC(=CC1)[P](C=2C=CC=CC2)(C=3C=CC=CC3)[Pd]([P](C=4C=CC=CC4)(C=5C=CC=CC5)C=6C=CC=CC6)([P](C=7C=CC=CC7)(C=8C=CC=CC8)C=9C=CC=CC9)[P](C=1C=CC=CC1)(C=1C=CC=CC1)C=1C=CC=CC1 (Tetrakis(triphenylphosphine)palladium(0)). The solvent is C(OC)COC (dimethoxyethane). Run at temperature 85 celsius. Product: ClC=1C=C(C=C2C=NNC12)C1=CN=CC2=CC=CC=C12 (4-(7-chloro-1H-indazol-5-yl)-isoquinoline). The yield is 72.1%. As a reaction SMILES: [CH:1]1[C:10]2[C:5](=[CH:6][CH:7]=[CH:8][CH:9]=2)[C:4](B(O)O)=[CH:3][N:2]=1.Br[C:15]1[CH:16]=[C:17]2[C:21](=[C:22]([Cl:24])[CH:23]=1)[NH:20][N:19]=[CH:18]2.C(=O)([O-])[O-].[Na+].[Na+]>C1C=CC([P]([Pd]([P](C2C=CC=CC=2)(C2C=CC=CC=2)C2C=CC=CC=2)([P](C2C=CC=CC=2)(C2C=CC=CC=2)C2C=CC=CC=2)[P](C2C=CC=CC=2)(C2C=CC=CC=2)C2C=CC=CC=2)(C2C=CC=CC=2)C2C=CC=CC=2)=CC=1.C(COC)OC>[Cl:24][C:22]1[CH:23]=[C:15]([C:4]2[C:5]3[C:10](=[CH:9][CH:8]=[CH:7][CH:6]=3)[CH:1]=[N:2][CH:3]=2)[CH:16]=[C:17]2[C:21]=1[NH:20][N:19]=[CH:18]2 |f:2.3.4,^1:34,36,55,74|. Procedure details: A mixture of isoquinolin-4-ylboronic acid (1.00 g, 5.78 mmol), 5-bromo-7-chloro-1H-indazole (892 mg, 3.85 mmol), 2.0 M sodium carbonate (3.85 mL, 7.71 mmol) and dimethoxyethane was degassed with argon. Tetrakis(triphenylphosphine)palladium(0) (233 mg, 0.193 mmol) was added, the mixture degassed again with argon, then heated to 85° C. for 24 hours. The reaction was cooled and partitioned between ethyl acetate and water, the organic layer washed with and dried with sodium sulfate. The solvent was ... The reactants are [Al+3], CCCCCCCCC=CCCCCCCCC(=O)NCCO, [H-], [H-], [H-], [H-], [K+], [Li+], N#N, C1CCOC1, [OH-]. The product is CCCCCCCCC=CCCCCCCCCNCCO. Reaction SMILES: [Al+3:2].[C:9]([CH2:10][CH2:11][CH2:12][CH2:13][CH2:14][CH2:15][CH2:16][CH:17]=[CH:18][CH2:19][CH2:20][CH2:21][CH2:22][CH2:23][CH2:24][CH2:25][CH3:26])(=[O:27])[NH:28][CH2:29][CH2:30][OH:31].[H-:1].[H-:4].[H-:5].[H-:6].[K+:33].[Li+:3].[N:7]#[N:8].[O:34]1[CH2:35][CH2:36][CH2:37][CH2:38]1.[OH-:32]>>[CH2:9]([CH2:10][CH2:11][CH2:12][CH2:13][CH2:14][CH2:15][CH2:16][CH:17]=[CH:18][CH2:19][CH2:20][CH2:21][CH2:22][CH2:23][CH2:24][CH2:25][CH3:26])[NH:28][CH2:29][CH2:30][OH:31]. Starting materials: CS(=O)(=O)c1cccc(C2CCNCC2)c1, Cl, CCI. The product is CCN1CCC(c2cccc(S(C)(=O)=O)c2)CC1. As a reaction SMILES: [CH3:1][S:2](=[O:3])(=[O:4])[c:5]1[cH:6][c:7]([CH:11]2[CH2:12][CH2:13][NH:14][CH2:15][CH2:16]2)[cH:8][cH:9][cH:10]1.[ClH:20].[I:17][CH2:18][CH3:19]>>[CH3:1][S:2](=[O:3])(=[O:4])[c:5]1[cH:6][c:7]([CH:11]2[CH2:12][CH2:13][N:14]([CH2:18][CH3:19])[CH2:15][CH2:16]2)[cH:8][cH:9][cH:10]1. Reactants: C(C1=CC=CC=C1)(=O)C=1NC=CC1CCC(C(=O)OCC)(C(=O)OCC)Br (2-benzoyl-[3-bromo-3,3-di(ethoxycarbonyl)propyl]pyrrole), C(C)B(CC)CC (triethylborane), O (water), C(C)B(CC)CC (triethylborane). The solvent is C1=CC=CC=C1 (benzene). Conditions: time 1 hour. Product: C(C1=CC=CC=C1)(=O)C=1N2CCC(C2=CC1)(C(=O)OCC)C(=O)OCC (diethyl 5-benzoyl-2,3-dihydro-1H-pyrrolizine-1,1-dicarboxylate). Yield: 74.8%. Reaction SMILES: [C:1]([C:9]1[NH:10][CH:11]=[CH:12][C:13]=1[CH2:14][CH2:15][C:16](Br)([C:22]([O:24]CC)=[O:23])[C:17]([O:19][CH2:20][CH3:21])=[O:18])(=[O:8])[C:2]1[CH:7]=[CH:6][CH:5]=[CH:4][CH:3]=1.C(B([CH2:33][CH3:34])CC)C.O>C1C=CC=CC=1>[C:1]([C:9]1[N:10]2[C:15](=[CH:14][CH:13]=1)[C:16]([C:22]([O:24][CH2:33][CH3:34])=[O:23])([C:17]([O:19][CH2:20][CH3:21])=[O:18])[CH2:12][CH2:11]2)(=[O:8])[C:2]1[CH:3]=[CH:4][CH:5]=[CH:6][CH:7]=1. Procedure details: To a solution of 2-benzoyl-[3-bromo-3,3-di(ethoxycarbonyl)propyl]pyrrole (436 mg, 1.0 mmol) in benzene (20 mL) was added triethylborane (1.0M in hexane, 5 mL, 5 mmol). The reaction mixture was stirred in an open vessel for one hour. Additional triethylborane (1 mL, 1 mmol) was added and the reaction was allowed to stir in an open vessel for an additional hour. The reaction mixture was poured into water and extracted with diethyl ether. The combined organic layers were washed with saturated aqueo... The reactants are BrC1=CC2=C(C(C3=C1C=CC=C3)=CCCNC)C=CC=C2 (10-bromo-5-(3-methylaminopropylidene)-5H-dibenzo[a,d]cycloheptene), alcohol, C(\C=C/C(=O)O)(=O)O (maleic acid). The solvent is CCOCC (ether), alcohol. The product is C(\C=C/C(=O)O)(=O)O.BrC1=CC2=C(C(C3=C1C=CC=C3)=CCCNC)C=CC=C2 (10-bromo-5-(3-methylaminopropylidene)-5H-dibenzo[a,d]cycloheptene hydrogen maleate). Reaction SMILES: [Br:1][C:2]1[C:8]2[CH:9]=[CH:10][CH:11]=[CH:12][C:7]=2[C:6](=[CH:13][CH2:14][CH2:15][NH:16][CH3:17])[C:5]2[CH:18]=[CH:19][CH:20]=[CH:21][C:4]=2[CH:3]=1.[C:22]([OH:29])(=[O:28])/[CH:23]=[CH:24]\[C:25]([OH:27])=[O:26]>CCOCC>[C:22]([OH:29])(=[O:28])/[CH:23]=[CH:24]\[C:25]([OH:27])=[O:26].[Br:1][C:2]1[C:8]2[CH:9]=[CH:10][CH:11]=[CH:12][C:7]=2[C:6](=[CH:13][CH2:14][CH2:15][NH:16][CH3:17])[C:5]2[CH:18]=[CH:19][CH:20]=[CH:21][C:4]=2[CH:3]=1 |f:3.4|. Reported procedure: A 1.65 g. (0.00485 mole) portion of the product of Step D. is dissolved in 15 ml. of absolute alcohol. A solution of maleic acid (0.620 g., 0.00533 mole) in absolute alcohol (4 ml.) is added and the solution diluted with absolute ether to incipient cloudiness. A first crop of crystals weighing 0.55 g. is collected. This material sintered at 153.5°C. and melted at 159°C. A second crop of product weighing 0.25 g., m.p. 151.5°-155.5°C., is obtained from the mother liquors. The combined products are...